From a dataset of the Open Reaction Database (ORD), a public repository of structured organic reaction records. describe an organic reaction: reactants, conditions, products, and yield Starting materials: IC1=CC=C(OC2=NC=C(C=C2)[N+](=O)[O-])C=C1 (2-(4-Iodo-phenoxy)-5-nitro-pyridine), IC1=CC=C(C=C1)O (4-iodo-phenol), [H][H] (hydrogen). Reagents/catalysts: [Ni] (Raney nickel). The solvent is O1CCCC1 (tetrahydrofuran), O (water). Product: IC1=CC=C(OC2=CC=C(C=N2)N)C=C1 (6-(4-Iodo-phenoxy)-pyridin-3-ylamine). The yield is 92.1%. Reaction SMILES: [I:1][C:2]1[CH:17]=[CH:16][C:5]([O:6][C:7]2[CH:12]=[CH:11][C:10]([N+:13]([O-])=O)=[CH:9][N:8]=2)=[CH:4][CH:3]=1.IC1C=CC(O)=CC=1.[H][H]>O1CCCC1.[Ni].O>[I:1][C:2]1[CH:17]=[CH:16][C:5]([O:6][C:7]2[N:8]=[CH:9][C:10]([NH2:13])=[CH:11][CH:12]=2)=[CH:4][CH:3]=1. Procedure: 2-(4-Iodo-phenoxy)-5-nitro-pyridine (50 grams, 146.1 mmol) and 4-iodo-phenol (96.5 grams, 438.6 mmol) were dissolved in tetrahydrofuran (500 mL) and added to a Parr shaker flask which contained Raney nickel (30 grams of a 50% slurry in water). The above mixture was shaken under hydrogen gas (50 psi) for 2 hours, at which time uptake of hydrogen gas had ceased and thin liquid chromatography indicated complete consumption of starting material. The Raney nickel was then removed by filtration throug... Reactants: CC(C)(C)[O-], CI, [K+], O=C1COc2cccc3nc4c(c(c23)N1)CCCC4, C1CCOC1. Product: CN1C(=O)COc2cccc3nc4c(c1c23)CCCC4. Reaction SMILES: [CH3:20][C:21]([CH3:22])([O-:23])[CH3:24].[I:26][CH3:27].[K+:25].[NH:1]1[C:2](=[O:19])[CH2:3][O:4][c:5]2[c:6]3[c:7]1[c:8]1[c:13]([n:14][c:15]3[cH:16][cH:17][cH:18]2)[CH2:12][CH2:11][CH2:10][CH2:9]1.[O:28]1[CH2:29][CH2:30][CH2:31][CH2:32]1>>[N:1]1([CH3:20])[C:2](=[O:19])[CH2:3][O:4][c:5]2[c:6]3[c:7]1[c:8]1[c:13]([n:14][c:15]3[cH:16][cH:17][cH:18]2)[CH2:12][CH2:11][CH2:10][CH2:9]1. Reactants: O=C1NC=2C(=NC=CN2)N1C1CCN(CC1)CC1=CC=CC=C1 (2-Oxo-1-(1-benzylpiperidin-4-yl)-2,3-dihydro-1H-imidazo[4,5-b]pyrazine), [H][H] (hydrogen). Reagents/catalysts: [Pd] (palladium on carbon). Solvent: CO (methanol). Product: O=C1NC=2C(=NC=CN2)N1C1CCNCC1 (2-Oxo-1-(4-piperidinyl)-2,3-dihydro-1H-imidazo[4,5-b]pyrazine). The yield is 124.4%. RXN SMILES: [O:1]=[C:2]1[N:10]([CH:11]2[CH2:16][CH2:15][N:14](CC3C=CC=CC=3)[CH2:13][CH2:12]2)[C:5]2=[N:6][CH:7]=[CH:8][N:9]=[C:4]2[NH:3]1.[H][H]>CO.[Pd]>[O:1]=[C:2]1[N:10]([CH:11]2[CH2:16][CH2:15][NH:14][CH2:13][CH2:12]2)[C:5]2=[N:6][CH:7]=[CH:8][N:9]=[C:4]2[NH:3]1. Reported procedure: 2-Oxo-1-(1-benzylpiperidin-4-yl)-2,3-dihydro-1H-imidazo[4,5-b]pyrazine (1.7 g, 5.5 mmol) was dissolved in methanol (100 mL) and hydrogenated over 20% palladium on carbon (0.5 g) at 55 psi hydrogen overnight. The catalyst was filtered and solvent evaporated to give the title compound (1.5 g). Starting materials: Br, CO, Cc1cc(-c2csc(NC(=N)N)n2)cn1S(=O)(=O)c1ccccc1, [K+], [OH-]. The product is Cc1cc(-c2csc(NC(=N)N)n2)c[nH]1. Reaction SMILES: [BrH:1].[CH3:28][OH:29].[CH3:2][c:3]1[n:4]([S:17]([c:18]2[cH:19][cH:20][cH:21][cH:22][cH:23]2)(=[O:24])=[O:25])[cH:5][c:6](-[c:8]2[n:9][c:10]([NH:13][C:14](=[NH:15])[NH2:16])[s:11][cH:12]2)[cH:7]1.[K+:27].[OH-:26]>>[CH3:2][c:3]1[nH:4][cH:5][c:6](-[c:8]2[n:9][c:10]([NH:13][C:14](=[NH:15])[NH2:16])[s:11][cH:12]2)[cH:7]1. The reactants are CC1=CC=CC2=C1OC(OC1=C(C2)C=CC=C1)C(=O)O (4-Methyl-12H-dibenzo-[d,g][1,3]dioxocin-6-carboxylic acid), sulfonic acid, CO (methanol). Product: CC1=CC=CC2=C1OC(OC1=C(C2)C=CC=C1)C(=O)OC (Methyl 4-Methyl-12H-dibenzo[d,g][1,3]dioxocin-6-carboxylate). RXN SMILES: [CH3:1][C:2]1[C:7]2[O:8][CH:9]([C:18]([OH:20])=[O:19])[O:10][C:11]3[CH:17]=[CH:16][CH:15]=[CH:14][C:12]=3[CH2:13][C:6]=2[CH:5]=[CH:4][CH:3]=1.[CH3:21]O>>[CH3:1][C:2]1[C:7]2[O:8][CH:9]([C:18]([O:20][CH3:21])=[O:19])[O:10][C:11]3[CH:17]=[CH:16][CH:15]=[CH:14][C:12]=3[CH2:13][C:6]=2[CH:5]=[CH:4][CH:3]=1. Procedure: 4-Methyl-12H-dibenzo-[d,g][1,3]dioxocin-6-carboxylic acid from Example 1 (1.8 g, 6.6 mmol) was mixed with 75 ml of methanol and 5 g of Dowex™ sulfonic acid resin and the mixture heated at reflux for 16 hours. The mixture was allowed to cool, the resin removed by filtration, and the volatile components removed by evaporation under reduced pressure The residue was taken up in 150 ml of ether and the solution extracted with saturated aqueous sodium bicarbonate and dried over magnesium sulfate. The ... Starting materials: O=C(O)C1CN(C(=O)OCc2ccccc2)C1, COC(=O)c1cc(F)ccc1N. The reagents and catalysts are CC(C)N=C=NC(C)C (DIC), C1=CC=C2C(=C1)N=NN2O (HOBt). Run in CN(C)C=O (DMF), CN(C)C=O (DMF), CN(C)C=O (DMF), CN(C)C=O (DMF), CN(C)C=O (DMF), CN(C)C=O (DMF). Conditions: temperature 25 celsius, time 2 hour. The product is COC(=O)c1cc(F)ccc1NC(=O)C1CN(C(=O)OCc2ccccc2)C1. Isolated yield 8.7%. RXN SMILES: COC(=O)c1cc(F)ccc1N.O=C(O)C1CN(C(=O)OCc2ccccc2)C1.CC(C)N=C=NC(C)C.C1=CC=C2C(=C1)N=NN2O.CN(C)C=O>>COC(=O)c1cc(F)ccc1NC(=O)C1CN(C(=O)OCc2ccccc2)C1.